This data is from the Open Reaction Database (ORD), a public repository of structured organic reaction records. The task is: describe an organic reaction: reactants, conditions, products, and yield Reactants: [Al+3], ClB(Cl)Cl, c1ccc2c(c1)CCN2, Cc1ccccc1, [Cl-], [Cl-], [Cl-], Cl, N#Cc1ccc(N)cc1, [Na+], [OH-], O. The product is Nc1ccc(C(=O)c2cccc3c2NCC3)cc1. As a reaction SMILES: [Al+3:24].[B:10]([Cl:11])([Cl:12])[Cl:13].[CH2:1]1[CH2:2][c:3]2[cH:4][cH:5][cH:6][cH:7][c:8]2[NH:9]1.[CH3:30][c:31]1[cH:32][cH:33][cH:34][cH:35][cH:36]1.[Cl-:23].[Cl-:25].[Cl-:26].[ClH:27].[NH2:14][c:15]1[cH:16][cH:17][c:18]([C:19]#[N:20])[cH:21][cH:22]1.[Na+:29].[OH-:28].[OH2:37]>>[CH2:1]1[CH2:2][c:3]2[cH:4][cH:5][cH:6][c:7]([C:19]([c:18]3[cH:17][cH:16][c:15]([NH2:14])[cH:22][cH:21]3)=[O:28])[c:8]2[NH:9]1. Reactants: C (charcoal), C1(CCCC1)CCC(CCC1(C(N(CCC1C)CC1=CC=CC=C1)C)C)=O (1-cyclopentyl-5-[2,3,4-trimethyl-1-(phenylmethyl)-3-piperidinyl]-3-pentanone), Cl (HCl). The reagents and catalysts are [Pd](Cl)Cl (palladium (II) chloride), [Pd] (palladium on carbon). Conditions: time 3 hour. The product is C1(CCCC1)CCC(CCC1(C(NCCC1C)C)C)=O (1-cyclopentyl-5-(2,3,4-trimethyl-3-piperidinyl)-3-pentanone). The yield is 84.2%. As a reaction SMILES: [CH:1]1([CH2:6][CH2:7][C:8](=[O:27])[CH2:9][CH2:10][C:11]2([CH3:26])[CH:16]([CH3:17])[CH2:15][CH2:14][N:13](CC3C=CC=CC=3)[CH:12]2[CH3:25])[CH2:5][CH2:4][CH2:3][CH2:2]1.Cl.C>[Pd].[Pd](Cl)Cl>[CH:1]1([CH2:6][CH2:7][C:8](=[O:27])[CH2:9][CH2:10][C:11]2([CH3:26])[CH:16]([CH3:17])[CH2:15][CH2:14][NH:13][CH:12]2[CH3:25])[CH2:2][CH2:3][CH2:4][CH2:5]1. Procedure: A mixture of 1-cyclopentyl-5-[2,3,4-trimethyl-1-(phenylmethyl)-3-piperidinyl]-3-pentanone (6.3 g, 17 mmol), 5 ethanolic HCl (4 mL, 20 mmol) and 10% palladium on carbon (1.2 g) was placed on a Parr hydrogenator at 50 psi for 3 hours, then palladium (II) chloride (0.6 g) and charcoal (1.0 g) were added and the mixture was hydrogenated at 50 psi for 2.5 hours. The catalysts were removed by filtration and the solvent was removed in vacuo. The residue was partitioned between 10% Na2CO3 (100 mL) and e... Starting materials: CCn1nc(C#N)c(Br)c1CCCCCl, O=C1NC(=O)c2ccccc21, ClC(Cl)Cl, [I-], [K], [Na+], CN(C)C=O, O. Yields the product CCn1nc(C#N)c(Br)c1CCCCN1C(=O)c2ccccc2C1=O. As a reaction SMILES: [Br:15][c:16]1[c:17]([C:28]#[N:29])[n:18][n:19]([CH2:26][CH3:27])[c:20]1[CH2:21][CH2:22][CH2:23][CH2:24][Cl:25].[C:1]1(=[O:11])[c:2]2[c:3]([cH:7][cH:8][cH:9][cH:10]2)[C:4](=[O:6])[NH:5]1.[CH:30]([Cl:31])([Cl:32])[Cl:33].[I-:14].[K:12].[Na+:13].[O:35]=[CH:36][N:37]([CH3:38])[CH3:39].[OH2:34]>>[C:1]1(=[O:11])[c:2]2[c:3]([cH:7][cH:8][cH:9][cH:10]2)[C:4](=[O:6])[N:5]1[CH2:24][CH2:23][CH2:22][CH2:21][c:20]1[c:16]([Br:15])[c:17]([C:28]#[N:29])[n:18][n:19]1[CH2:26][CH3:27]. Solvent: C(C)#N (acetonitrile), C(C)#N (acetonitrile). Procedure: A solution of intermediate 3, 5-benzyloxy-2-methanesulfonyl-1-methoxycarbonylmethyl-6-oxo-1,6-dihydro-pyrimidine-4-carboxylic acid ethyl ester, (1.10 g, 2.59 mmol) in acetonitrile (20 ml) was treated with a freshly prepared solution of ammonia in acetonitrile (20 ml) and the resulting mixture stirred at 22° C. for 2 h. The reaction was monitored by LC/MS and rapid formation of the amino intermediate followed by cyclization was observed. The solvent was then evaporated in vacuo and the residue wa... The product is C(C)OC(=O)C=1N=C2N(C(C1OCC1=CC=CC=C1)=O)CC(N2)=O (6-Benzyloxy-2,5-dioxo-1,2,3,5-tetrahydro-imidazo[1,2-a]pyrimidine-7-carboxylic acid ethyl ester). Isolated yield 82.0%. Starting materials: amino, intermediate 3, C(C)OC(=O)C=1N=C(N(C(C1OCC1=CC=CC=C1)=O)CC(=O)OC)S(=O)(=O)C (5-benzyloxy-2-methanesulfonyl-1-methoxycarbonylmethyl-6-oxo-1,6-dihydro-pyrimidine-4-carboxylic acid ethyl ester), N (ammonia). RXN SMILES: [CH2:1]([O:3][C:4]([C:6]1[N:7]=[C:8](S(C)(=O)=O)[N:9]([CH2:21][C:22]([O:24]C)=O)[C:10](=[O:20])[C:11]=1[O:12][CH2:13][C:14]1[CH:19]=[CH:18][CH:17]=[CH:16][CH:15]=1)=[O:5])[CH3:2].[NH3:30]>C(#N)C>[CH2:1]([O:3][C:4]([C:6]1[N:7]=[C:8]2[NH:30][C:22](=[O:24])[CH2:21][N:9]2[C:10](=[O:20])[C:11]=1[O:12][CH2:13][C:14]1[CH:15]=[CH:16][CH:17]=[CH:18][CH:19]=1)=[O:5])[CH3:2]. Run at temperature 22 celsius, time 2 hour. Reactants: [Na+], CCOC(=O)c1cn2c3c(cccc3c1=O)C1CCCCC12, [OH-], O. The product is O=C(O)c1cn2c3c(cccc3c1=O)C1CCCCC12. Reaction SMILES: [Na+:2].[O:3]=[c:4]1[c:5]([C:20](=[O:21])[O:22][CH2:23][CH3:24])[cH:6][n:7]2[c:8]3[c:9]1[cH:10][cH:11][cH:12][c:13]3[CH:14]1[CH2:15][CH2:16][CH2:17][CH2:18][CH:19]21.[OH-:1].[OH2:25]>>[O:3]=[c:4]1[c:5]([C:20](=[O:21])[OH:22])[cH:6][n:7]2[c:8]3[c:9]1[cH:10][cH:11][cH:12][c:13]3[CH:14]1[CH2:15][CH2:16][CH2:17][CH2:18][CH:19]21.